From a dataset of the Open Reaction Database (ORD), a public repository of structured organic reaction records. describe an organic reaction: reactants, conditions, products, and yield The reactants are O=C([O-])O, CC#N, O=C(O)CN(CCN(CC(=O)O)CC(=O)O)CC(=O)O, CC(C)=O, CO, ClC(Cl)Cl, O=Cc1ccc(-c2ccc(Cl)cc2)cc1, ClCCl, Cl, [Na+], [Na+], O, O=S([O-])O. The product is O=C(O)c1ccc(-c2ccc(Cl)cc2)cc1. Reaction SMILES: [C:16]([O-:17])(=[O:18])[OH:19].[C:51](#[N:52])[CH3:53].[CH2:21]([N:22]([CH2:23][C:24]([OH:25])=[O:26])[CH2:27][C:28]([OH:29])=[O:30])[CH2:31][N:32]([CH2:33][C:34]([OH:35])=[O:36])[CH2:37][C:38]([OH:39])=[O:40].[CH3:47][C:48]([CH3:49])=[O:50].[CH3:58][OH:59].[CH:60]([Cl:61])([Cl:62])[Cl:63].[Cl:1][c:2]1[cH:3][cH:4][c:5](-[c:8]2[cH:9][cH:10][c:11]([CH:12]=[O:13])[cH:14][cH:15]2)[cH:6][cH:7]1.[Cl:55][CH2:56][Cl:57].[ClH:46].[Na+:20].[Na+:45].[OH2:54].[S:41](=[O:42])([OH:43])[O-:44]>>[Cl:1][c:2]1[cH:3][cH:4][c:5](-[c:8]2[cH:9][cH:10][c:11]([C:12](=[O:13])[OH:17])[cH:14][cH:15]2)[cH:6][cH:7]1. Starting materials: SCCO (2-mercaptoethanol), [Na+].[Cl-] (NaCl), P(=O)([O-])([O-])[O-].[Na+].[Na+].[Na+] (sodium phosphate), BrC1=C(C(=O)NC1=O)Br (di-bromomaleimide). The solvent is CN(C)C=O (DMF), CN(C)C=O (DMF). Run at time 30 minute. Product: OCCSC=1C(NC(C1SCCO)=O)=O (3,4-Bis-(2-hydroxy-ethylsulfanyl)-pyrrole-2,5-dione). Yield: 53.3%. As a reaction SMILES: [SH:1][CH2:2][CH2:3][OH:4].[Na+].[Cl-].P([O-])([O-])([O-])=O.[Na+].[Na+].[Na+].Br[C:16]1[C:21](=[O:22])[NH:20][C:18](=[O:19])[C:17]=1Br>CN(C=O)C>[OH:4][CH2:3][CH2:2][S:1][C:17]1[C:18](=[O:19])[NH:20][C:21](=[O:22])[C:16]=1[S:1][CH2:2][CH2:3][OH:4] |f:1.2,3.4.5.6|. Procedure details: To 2-mercaptoethanol (683.8 μl, 9.8 mmol) in buffer (100 ml, 150 mM NaCl, 100 mM sodium phosphate, pH 8.0, 5.0% DMF) was added di-bromomaleimide (1 g, 3.9 mmol) in DMF (2.5 ml, final concentration DMF 7.5%). The reaction was stirred for 30 min at RT and lithium chloride (20 g) was added. The aqueous reaction mixture was extracted with ethyl acetate (7×150 ml). The organic layers were combined, the solvent removed in vacuo and the residual material was purified by flash chromatography on silica g... The reactants are OC1N(C(C2=CC=CC=C12)=O)C1=CC=C(C=C1)OC (3-hydroxy-2-(4-methoxyphenyl)isoindolin-1-one), C(C)OC(=O)C=P(C1=CC=CC=C1)(C1=CC=CC=C1)C1=CC=CC=C1 (ethoxycarbonylmethylenetriphenylphosphorane). The solvent is C1(=CC=CC=C1)C (toluene). Product: O=C1N(C(C2=CC=CC=C12)CC(=O)O)C1=CC=C(C=C1)OC (3oxo-2-(4-methoxyphenyl)isoindoline-1-acetic acid). Isolated yield 87.9%. Reaction SMILES: O[CH:2]1[C:10]2[C:5](=[CH:6][CH:7]=[CH:8][CH:9]=2)[C:4](=[O:11])[N:3]1[C:12]1[CH:17]=[CH:16][C:15]([O:18][CH3:19])=[CH:14][CH:13]=1.C([O:22][C:23]([CH:25]=P(C1C=CC=CC=1)(C1C=CC=CC=1)C1C=CC=CC=1)=[O:24])C>C1(C)C=CC=CC=1>[O:11]=[C:4]1[C:5]2[C:10](=[CH:9][CH:8]=[CH:7][CH:6]=2)[CH:2]([CH2:25][C:23]([OH:24])=[O:22])[N:3]1[C:12]1[CH:17]=[CH:16][C:15]([O:18][CH3:19])=[CH:14][CH:13]=1. Reported procedure: A solution of 3-hydroxy-2-(4-methoxyphenyl)isoindolin-1-one (12.0 g) and ethoxycarbonylmethylenetriphenylphosphorane (16.0 g) in toluene (200 ml) was refluxed for 3 hours. After cooling, the toluene was distilled off and the residue was dissolved in 100 ml of methanol. A solution of 10 g of potassium carbonate in 70 ml of water was added to the above methanol solution and the mixture was refluxed gently for an hour. After cooling, 200 ml of water and 300 ml of ether were added and the mixture wa... Starting materials: ClC1=C(C=CC(=C1)Cl)NS(=O)(=O)C1=CC=C2C(C(=O)OC(N2)=O)=C1 (5-[2,4-dichlorophenyl-sulfamoyl] isatoic anhydride), C(C1=CC=CC=C1)(=O)NN (benzhydrazide), O=P12OP3(=O)OP(=O)(O1)OP(=O)(O2)O3 (phosphorus pentoxide), C(=O)=O (CO2). Solvent: CN1C(CCC1)=O (N-methylpyrrolidone). Run at temperature 120 celsius, time 4 hour. The product is 107, ClC1=C(C=CC(=C1)Cl)NS(=O)(=O)C1=CC(=C(N)C=C1)C=1OC(=NN1)C1=CC=CC=C1 (4-[2,4-dichlorophenyl-sulfamoyl]-2 [5-phenyl-1,3,4-oxdiazolyl]-aniline). RXN SMILES: [Cl:1][C:2]1[CH:7]=[C:6]([Cl:8])[CH:5]=[CH:4][C:3]=1[NH:9][S:10]([C:13]1[CH:24]=[C:17]2[C:18](OC(=O)[NH:22][C:16]2=[CH:15][CH:14]=1)=O)(=[O:12])=[O:11].C(=O)=O.O=P12OP3(OP(OP(O3)(O1)=O)(=O)O2)=O.[C:42]([NH:50][NH2:51])(=[O:49])[C:43]1[CH:48]=[CH:47][CH:46]=[CH:45][CH:44]=1>CN1CCCC1=O>[Cl:1][C:2]1[CH:7]=[C:6]([Cl:8])[CH:5]=[CH:4][C:3]=1[NH:9][S:10]([C:13]1[CH:14]=[CH:15][C:16]([NH2:22])=[C:17]([C:18]2[O:49][C:42]([C:43]3[CH:48]=[CH:47][CH:46]=[CH:45][CH:44]=3)=[N:50][N:51]=2)[CH:24]=1)(=[O:11])=[O:12]. Procedure details: 97 Parts of this isatoic anhydride are dissolved in 200 parts of N-methylpyrrolidone and 35 parts of benzhydrazide are added. The mixture is stirred at 120° C. until the evolution of CO2 is ceased, 35 parts of phosphorus pentoxide are then added and the batch is stirred for a further 4 hours at 120° C. After cooling, the product is precipitated with water, filtered off, rinsed with water and dried. This gives 107 parts of 4-[2,4-dichlorophenyl-sulfamoyl]-2 [5-phenyl-1,3,4-oxdiazolyl]-aniline of ...